From a dataset of the Open Reaction Database (ORD), a public repository of structured organic reaction records. describe an organic reaction: reactants, conditions, products, and yield The reactants are O=C1CCC(=O)N1Br, O=C(OOC(=O)c1ccccc1)c1ccccc1, ClC(Cl)(Cl)Cl, Cc1ccc(-c2ccccn2)cc1. Reaction SMILES: [Br:14][N:15]1[C:16](=[O:17])[CH2:18][CH2:19][C:20]1=[O:21].[C:22]([O:23][O:24][C:25](=[O:26])[c:27]1[cH:28][cH:29][cH:30][cH:31][cH:32]1)(=[O:33])[c:34]1[cH:35][cH:36][cH:37][cH:38][cH:39]1.[Cl:40][C:41]([Cl:42])([Cl:43])[Cl:44].[c:1]1([CH3:13])[cH:2][cH:3][c:4](-[c:7]2[n:8][cH:9][cH:10][cH:11][cH:12]2)[cH:5][cH:6]1>>[c:1]1([CH2:13][Br:14])[cH:2][cH:3][c:4](-[c:7]2[n:8][cH:9][cH:10][cH:11][cH:12]2)[cH:5][cH:6]1. Yields the product BrCc1ccc(-c2ccccn2)cc1. Starting materials: CCOC(=O)CCCBr, O=C([O-])[O-], CCOC(C)=O, [Cs+], [Cs+], NC(=O)c1ccc(N2CCCC(N)C2)nc1Nc1ccc(C(=O)N2CCOCC2)cc1, CN(C)C=O. Product: NC(=O)c1ccc(N2CCCC(N3CCCC3=O)C2)nc1Nc1ccc(C(=O)N2CCOCC2)cc1. Reaction SMILES: [Br:32][CH2:33][CH2:34][CH2:35][C:36](=[O:37])[O:38][CH2:39][CH3:40].[C:41](=[O:42])([O-:43])[O-:44].[CH3:52][CH2:53][O:54][C:55](=[O:56])[CH3:57].[Cs+:45].[Cs+:46].[NH2:1][CH:2]1[CH2:3][N:4]([c:8]2[n:9][c:10]([NH:17][c:18]3[cH:19][cH:20][c:21]([C:24](=[O:25])[N:26]4[CH2:27][CH2:28][O:29][CH2:30][CH2:31]4)[cH:22][cH:23]3)[c:11]([C:12](=[O:13])[NH2:14])[cH:15][cH:16]2)[CH2:5][CH2:6][CH2:7]1.[O:47]=[CH:48][N:49]([CH3:50])[CH3:51]>>[N:1]1([CH:2]2[CH2:3][N:4]([c:8]3[n:9][c:10]([NH:17][c:18]4[cH:19][cH:20][c:21]([C:24](=[O:25])[N:26]5[CH2:27][CH2:28][O:29][CH2:30][CH2:31]5)[cH:22][cH:23]4)[c:11]([C:12](=[O:13])[NH2:14])[cH:15][cH:16]3)[CH2:5][CH2:6][CH2:7]2)[CH2:33][CH2:34][CH2:35][C:36]1=[O:37]. The reactants are [Al+3], COC(=O)c1ccc(SC)cc1Cl, Cl, [H-], [H-], [H-], [H-], [Li+], C1CCOC1. Product: CSc1ccc(CO)c(Cl)c1. Reaction SMILES: [Al+3:15].[Cl:1][c:2]1[c:3]([C:4](=[O:5])[O:6][CH3:7])[cH:8][cH:9][c:10]([S:12][CH3:13])[cH:11]1.[ClH:25].[H-:14].[H-:17].[H-:18].[H-:19].[Li+:16].[O:20]1[CH2:21][CH2:22][CH2:23][CH2:24]1>>[Cl:1][c:2]1[c:3]([CH2:4][OH:5])[cH:8][cH:9][c:10]([S:12][CH3:13])[cH:11]1. Starting materials: CC(C)(C)N, C1CCOC1, CCN(C(C)C)C(C)C, CN(C)c1nc(Cl)nc2ccccc12. Product: CC(C)(C)Nc1nc(Cl)nc2ccccc12. RXN SMILES: [C:15]([CH3:16])([CH3:17])([CH3:18])[NH2:19].[CH2:29]1[O:30][CH2:31][CH2:32][CH2:33]1.[CH:20]([N:21]([CH:22]([CH3:23])[CH3:24])[CH2:25][CH3:26])([CH3:27])[CH3:28].[Cl:1][c:2]1[n:3][c:4]2[cH:5][cH:6][cH:7][cH:8][c:9]2[c:10]([N:12]([CH3:13])[CH3:14])[n:11]1>>[Cl:1][c:2]1[n:3][c:4]2[cH:5][cH:6][cH:7][cH:8][c:9]2[c:10]([NH:19][C:15]([CH3:16])([CH3:17])[CH3:18])[n:11]1. Yields the product CC(=O)O, Oc1ccc(CC2CCCCC2)c(O)c1. Starting materials: CC(=O)O, CC(=O)O, CC(=O)O, O=C(c1ccc(O)cc1O)C1CCCCC1. Reaction SMILES: [C:1]([CH3:2])(=[O:3])[OH:4].[C:5]([OH:6])(=[O:7])[CH3:8].[CH3:25][C:26](=[O:27])[OH:28].[CH:9]1([C:15](=[O:16])[c:17]2[c:18]([OH:24])[cH:19][c:20]([OH:21])[cH:22][cH:23]2)[CH2:10][CH2:11][CH2:12][CH2:13][CH2:14]1>>[C:1]([CH3:2])(=[O:3])[OH:4].[CH:9]1([CH2:15][c:17]2[c:18]([OH:24])[cH:19][c:20]([OH:21])[cH:22][cH:23]2)[CH2:10][CH2:11][CH2:12][CH2:13][CH2:14]1. The reactants are COC(=O)NC(C(=O)N1CCCC1C(=O)OCc1ccccc1)c1ccccc1, CO, C1CCOC1. Reaction SMILES: [CH2:1]([c:2]1[cH:3][cH:4][cH:5][cH:6][cH:7]1)[O:8][C:9](=[O:10])[CH:11]1[N:12]([C:16]([CH:17]([c:18]2[cH:19][cH:20][cH:21][cH:22][cH:23]2)[NH:24][C:25](=[O:26])[O:27][CH3:28])=[O:29])[CH2:13][CH2:14][CH2:15]1.[CH3:30][OH:31].[O:32]1[CH2:33][CH2:34][CH2:35][CH2:36]1>>[O:8]=[C:9]([OH:10])[CH:11]1[N:12]([C:16]([CH:17]([c:18]2[cH:19][cH:20][cH:21][cH:22][cH:23]2)[NH:24][C:25](=[O:26])[O:27][CH3:28])=[O:29])[CH2:13][CH2:14][CH2:15]1. The product is COC(=O)NC(C(=O)N1CCCC1C(=O)O)c1ccccc1. The reactants are CN1CCC(CC1)(C#N)C1=CC=NC=C1 (1-methyl-4-(pyridin-4-yl)piperidine-4-carbonitrile), [H-].[Al+3].[Li+].[H-].[H-].[H-] (lithium aluminum hydride). Run in O1CCCC1 (tetrahydrofuran), O1CCCC1 (tetrahydrofuran). Conditions: time 8 hour. The product is CN1CCC(CC1)(C1=CC=NC=C1)CN ((1-methyl-4-(pyridin-4-yl)piperidin-4-yl)methanamine). Isolated yield 58.8%. RXN SMILES: [CH3:1][N:2]1[CH2:7][CH2:6][C:5]([C:10]2[CH:15]=[CH:14][N:13]=[CH:12][CH:11]=2)([C:8]#[N:9])[CH2:4][CH2:3]1.[H-].[Al+3].[Li+].[H-].[H-].[H-]>O1CCCC1>[CH3:1][N:2]1[CH2:7][CH2:6][C:5]([CH2:8][NH2:9])([C:10]2[CH:11]=[CH:12][N:13]=[CH:14][CH:15]=2)[CH2:4][CH2:3]1 |f:1.2.3.4.5.6|. Procedure: A solution of 1-methyl-4-(pyridin-4-yl)piperidine-4-carbonitrile (0.200 g, 0.994 mmol crude) in tetrahydrofuran (10 mL) was slowly added to a suspension of lithium aluminum hydride (0.075 g, 1.99 mmol) in tetrahydrofuran (10 mL) at 23° C. The reaction was stirred overnight and quenched with sodium sulfate decehydrate. This was stirred for 1 hour, then ethyl acetate was added and the slurry was stirred for 2 more hours. Celite was added and the resulting paste was filtered on Celite. The filtrate... Starting materials: C(N)(=O)CC1=NC2=C(N1C1CC1)C=C(C(=C2)F)N2CCN(CC2)C(=O)OC(C)(C)C (tert-Butyl 4-[2-(carbamoylmethyl)-1-cyclopropyl-5-fluoro-6-benzimidazolyl]-1-piperazinecarboxylate), C(=O)(N1C=NC=C1)N1C=NC=C1 (1,1'-carbonyldiimidazole), N12CCCCCC2=NCCC1 (1,8-diazabicyclo[5.4.0]undec-7-ene). The solvent is C1CCOC1 (THF). The product is C1(CC1)N1C=2N(C3=C1C=C(C(=C3)F)N3CCN(CC3)C(=O)OC(C)(C)C)C(NC(C2)=O)=O (tert-butyl 4-[5-cyclopropyl-8-fluoro-1,2,3,5-tetrahydro-1,3-dioxopyrimido-[1,6-a]benzimidazol-7-yl]-1-piperazinecarboxylate). The yield is 85.7%. Reaction SMILES: [C:1]([CH2:4][C:5]1[N:9]([CH:10]2[CH2:12][CH2:11]2)[C:8]2[CH:13]=[C:14]([N:18]3[CH2:23][CH2:22][N:21]([C:24]([O:26][C:27]([CH3:30])([CH3:29])[CH3:28])=[O:25])[CH2:20][CH2:19]3)[C:15]([F:17])=[CH:16][C:7]=2[N:6]=1)(=[O:3])[NH2:2].[C:31](N1C=CN=C1)(N1C=CN=C1)=[O:32].N12CCCN=C1CCCCC2>C1COCC1>[CH:10]1([N:9]2[C:8]3[CH:13]=[C:14]([N:18]4[CH2:19][CH2:20][N:21]([C:24]([O:26][C:27]([CH3:30])([CH3:29])[CH3:28])=[O:25])[CH2:22][CH2:23]4)[C:15]([F:17])=[CH:16][C:7]=3[N:6]3[C:31](=[O:32])[NH:2][C:1](=[O:3])[CH:4]=[C:5]23)[CH2:12][CH2:11]1. Procedure details: tert-Butyl 4-[2-(carbamoylmethyl)-1-cyclopropyl-5-fluoro-6-benzimidazolyl]-1-piperazinecarboxylate (980 mg, 2.53 mmol) is suspended in THF (15 ml) and treated with 1,1'-carbonyldiimidazole (760 mg, 2 mmol) and 1,8-diazabicyclo[5.4.0]undec-7-ene (0.2 ml). The reaction mixture is heated to 60° for 2 hours, whereby white crystals separate. The suspension is then cooled to 0°. The crystals are filtered off and recrystallized from ethanol. There are obtained 760 mg (73%) of tert-butyl 4-[5-cyclopropy...